From a dataset of the Open Reaction Database (ORD), a public repository of structured organic reaction records. describe an organic reaction: reactants, conditions, products, and yield The reactants are O=C1OC=CC=C1C(=O)OC (methyl 2-oxo-2H-pyran-3-carboxylate), CC1=C(N)C=CC=C1 (2-methylaniline), Cl (Hydrochloric acid), Cl.C(C)N=C=NCCCN(C)C (1-ethyl-3-(3-dimethylaminopropyl)carbodiimide hydrochloride). Reagents/catalysts: CN(C1=CC=NC=C1)C (4-Dimethylaminopyridine). Run in O1CCCC1 (tetrahydrofuran), CN(C=O)C (N,N-dimethylformamide). Run at time 7 hour. Yields the product CC1=C(C=CC=C1)N1C(C(=CC=C1)C(=O)OC)=O (methyl 1-(2-methylphenyl)-2-oxo-1,2-dihydropyridine-3-carboxylate). Isolated yield 18.6%. RXN SMILES: O=[C:2]1[C:7]([C:8]([O:10][CH3:11])=[O:9])=[CH:6][CH:5]=[CH:4][O:3]1.[CH3:12][C:13]1[CH:19]=[CH:18][CH:17]=[CH:16][C:14]=1[NH2:15].Cl.C(N=C=NCCCN(C)C)C.Cl>O1CCCC1.CN(C)C=O.CN(C)C1C=CN=CC=1>[CH3:12][C:13]1[CH:19]=[CH:18][CH:17]=[CH:16][C:14]=1[N:15]1[CH:4]=[CH:5][CH:6]=[C:7]([C:8]([O:10][CH3:11])=[O:9])[C:2]1=[O:3] |f:2.3|. Reported procedure: To a solution of methyl 2-oxo-2H-pyran-3-carboxylate (3 g, 19.5 mmol) in tetrahydrofuran (30 mL) and N,N-dimethylformamide (10 mL) was added 2-methylaniline (2.09 g, 19.5 mmol), and the mixture was stirred at room temperature for 7 hr. 4-Dimethylaminopyridine (119 mg, 0.974 mmol) and 1-ethyl-3-(3-dimethylaminopropyl)carbodiimide hydrochloride (4.48 g, 23.4 mmol) were added to the reaction mixture, and the mixture was further stirred at room temperature for 17 hr. 1N Hydrochloric acid was added t...